From a dataset of the Open Reaction Database (ORD), a public repository of structured organic reaction records. describe an organic reaction: reactants, conditions, products, and yield Solvent: O (water). Product: ClC1=C2C(=CC=3C(CNCCC31)C3=CC=C(C=C3)S(N(C)C)(=O)=O)OCO2 (6-chloro-7,8-methylenedioxy-1-(p-N,N,-dimethylsulfamylphenyl)-2,3,4,5-tetrahydro-1H-3-benzazepine). Isolated yield 74.9%. Procedure: A solution of 2.3 g (0.00457 mole) of 6-chloro-7,8-methylenedioxy-1-(p-N,N-dimethylsulfamylphenyl)-2,3,4,5-tetrahydro-1H-3-benzazepine trifluoroacetamide, 75 ml of methanol and 0.5 g of sodium hydroxide was stirred at room temperature for 2 hours, diluted with water and extracted several times with ethyl acetate. The extracts were washed with brine, dried and concentrated. The crude residue was chromatographed on 75 g of silica gel with a gradient of 1% to 4% of methanol in chloroform. The homog... As a reaction SMILES: FC(F)(F)C(N)=O.[Cl:8][C:9]1[C:19]2[CH2:18][CH2:17][NH:16][CH2:15][CH:14]([C:20]3[CH:25]=[CH:24][C:23]([S:26](=[O:31])(=[O:30])[N:27]([CH3:29])[CH3:28])=[CH:22][CH:21]=3)[C:13]=2[CH:12]=[C:11]2[O:32][CH2:33][O:34][C:10]=12.CO.[OH-].[Na+]>O>[Cl:8][C:9]1[C:19]2[CH2:18][CH2:17][NH:16][CH2:15][CH:14]([C:20]3[CH:21]=[CH:22][C:23]([S:26](=[O:30])(=[O:31])[N:27]([CH3:28])[CH3:29])=[CH:24][CH:25]=3)[C:13]=2[CH:12]=[C:11]2[O:32][CH2:33][O:34][C:10]=12 |f:0.1,3.4|. The reactants are FC(C(=O)N)(F)F.ClC1=C2C(=CC=3C(CNCCC31)C3=CC=C(C=C3)S(N(C)C)(=O)=O)OCO2 (6-chloro-7,8-methylenedioxy-1-(p-N,N-dimethylsulfamylphenyl)-2,3,4,5-tetrahydro-1H-3-benzazepine trifluoroacetamide), CO (methanol), [OH-].[Na+] (sodium hydroxide). Starting materials: C(C1=CC=CC=C1)OC(=O)N(CC)CC1=C(C=CC(=C1)C(F)(F)F)C1=CC(=CC=C1OC)C(C(=O)O)C (2-{2′-[(Benzyloxycarbonyl-ethyl-amino)-methyl]-6-methoxy-4′-trifluoromethyl-biphenyl-3-yl}-propionic acid), CCO (EtOH). Reagents/catalysts: S(O)(O)(=O)=O (sulfuric acid). Yields the product C(C)OC(C(C)C=1C=C(C(=CC1)OC)C1=C(C=C(C=C1)C(F)(F)F)CN(CC)C(=O)OCC1=CC=CC=C1)=O (2-{2′-[(Benzyloxycarbonyl-ethyl-amino)-methyl]-6-methoxy-4′-trifluoromethyl-biphenyl-3-yl}-propionic acid ethyl ester). As a reaction SMILES: [CH2:1]([O:8][C:9]([N:11]([CH2:14][C:15]1[CH:20]=[C:19]([C:21]([F:24])([F:23])[F:22])[CH:18]=[CH:17][C:16]=1[C:25]1[C:30]([O:31][CH3:32])=[CH:29][CH:28]=[C:27]([CH:33]([CH3:37])[C:34]([OH:36])=[O:35])[CH:26]=1)[CH2:12][CH3:13])=[O:10])[C:2]1[CH:7]=[CH:6][CH:5]=[CH:4][CH:3]=1.[CH3:38][CH2:39]O>S(=O)(=O)(O)O>[CH2:38]([O:35][C:34](=[O:36])[CH:33]([C:27]1[CH:26]=[C:25]([C:16]2[CH:17]=[CH:18][C:19]([C:21]([F:23])([F:24])[F:22])=[CH:20][C:15]=2[CH2:14][N:11]([C:9]([O:8][CH2:1][C:2]2[CH:3]=[CH:4][CH:5]=[CH:6][CH:7]=2)=[O:10])[CH2:12][CH3:13])[C:30]([O:31][CH3:32])=[CH:29][CH:28]=1)[CH3:37])[CH3:39]. Reported procedure: 2-{2′-[(Benzyloxycarbonyl-ethyl-amino)-methyl]-6-methoxy-4′-trifluoromethyl-biphenyl-3-yl}-propionic acid (0.058 g, 0.11 mmol) in EtOH (3 mL) was treated with sulfuric acid (2 drops) at 70° C. for 1.5 hours to give the title compound. Starting materials: OBO, COC(=O)c1cc(NC(C)=O)ccc1-c1ccccc1Br, O=C([O-])[O-], CCO, CCOCC, Fc1ccc(COc2ccc(C(F)(F)F)cc2)c(F)c1, [K+], [K+], O, Cc1ccccc1, c1ccc(P(c2ccccc2)(c2ccccc2)[Pd](P(c2ccccc2)(c2ccccc2)c2ccccc2)(P(c2ccccc2)(c2ccccc2)c2ccccc2)P(c2ccccc2)(c2ccccc2)c2ccccc2)cc1. Yields the product COC(=O)c1cc(NC(C)=O)ccc1-c1ccccc1-c1cc(C(F)(F)F)ccc1OCc1ccc(F)cc1F. As a reaction SMILES: [BH:1]([OH:2])[OH:3].[C:24]([CH3:25])(=[O:26])[NH:27][c:28]1[cH:29][c:30]([C:41](=[O:42])[O:43][CH3:44])[c:31](-[c:34]2[c:35]([Br:40])[cH:36][cH:37][cH:38][cH:39]2)[cH:32][cH:33]1.[C:45](=[O:46])([O-:47])[O-:48].[CH2:51]([OH:52])[CH3:53].[CH3:61][CH2:62][O:63][CH2:64][CH3:65].[F:4][c:5]1[c:6]([CH2:7][O:8][c:9]2[cH:10][cH:11][c:12]([C:15]([F:16])([F:17])[F:18])[cH:13][cH:14]2)[cH:19][cH:20][c:21]([F:23])[cH:22]1.[K+:49].[K+:50].[OH2:66].[c:54]1([CH3:55])[cH:56][cH:57][cH:58][cH:59][cH:60]1.[cH:67]1[cH:68][cH:69][c:70]([P:71]([Pd:72]([P:73]([c:74]2[cH:75][cH:76][cH:77][cH:78][cH:79]2)([c:80]2[cH:81][cH:82][cH:83][cH:84][cH:85]2)[c:86]2[cH:87][cH:88][cH:89][cH:90][cH:91]2)([P:92]([c:93]2[cH:94][cH:95][cH:96][cH:97][cH:98]2)([c:99]2[cH:100][cH:101][cH:102][cH:103][cH:104]2)[c:105]2[cH:106][cH:107][cH:108][cH:109][cH:110]2)[P:111]([c:112]2[cH:113][cH:114][cH:115][cH:116][cH:117]2)([c:118]2[cH:119][cH:120][cH:121][cH:122][cH:123]2)[c:124]2[cH:125][cH:126][cH:127][cH:128][cH:129]2)([c:130]2[cH:131][cH:132][cH:133][cH:134][cH:135]2)[c:136]2[cH:137][cH:138][cH:139][cH:140][cH:141]2)[cH:142][cH:143]1>>[F:4][c:5]1[c:6]([CH2:7][O:8][c:9]2[c:10](-[c:35]3[c:34](-[c:31]4[c:30]([C:41](=[O:42])[O:43][CH3:44])[cH:29][c:28]([NH:27][C:24]([CH3:25])=[O:26])[cH:33][cH:32]4)[cH:39][cH:38][cH:37][cH:36]3)[cH:11][c:12]([C:15]([F:16])([F:17])[F:18])[cH:13][cH:14]2)[cH:19][cH:20][c:21]([F:23])[cH:22]1. The reactants are COc1ccc2ccccc2c1Br, CC(=O)[O-], CC(=O)[O-], COCCOC, CCOCC, [Cl-], [K+], [K+], [K+], [NH4+], O, OB(O)c1ccccc1, O=P([O-])([O-])[O-], [Pd+2], c1ccc(P(c2ccccc2)c2ccccc2)cc1. The product is COc1ccc2ccccc2c1-c1ccccc1. As a reaction SMILES: [Br:1][c:2]1[c:3]([O:12][CH3:13])[cH:4][cH:5][c:6]2[cH:7][cH:8][cH:9][cH:10][c:11]12.[C:52]([O-:53])(=[O:54])[CH3:55].[C:57]([O-:58])(=[O:59])[CH3:60].[CH2:66]([CH2:67][O:68][CH3:69])[O:70][CH3:71].[CH3:61][CH2:62][O:63][CH2:64][CH3:65].[Cl-:50].[K+:47].[K+:48].[K+:49].[NH4+:51].[OH2:72].[OH:14][B:15]([OH:16])[c:17]1[cH:18][cH:19][cH:20][cH:21][cH:22]1.[P:42]([O-:43])([O-:44])([O-:45])=[O:46].[Pd+2:56].[c:23]1([P:24]([c:25]2[cH:26][cH:27][cH:28][cH:29][cH:30]2)[c:31]2[cH:32][cH:33][cH:34][cH:35][cH:36]2)[cH:37][cH:38][cH:39][cH:40][cH:41]1>>[c:2]1(-[c:17]2[cH:18][cH:19][cH:20][cH:21][cH:22]2)[c:3]([O:12][CH3:13])[cH:4][cH:5][c:6]2[cH:7][cH:8][cH:9][cH:10][c:11]12. Starting materials: C(C)(=O)[O-].[Na+] (sodium acetate), S1C(=S)NC(=O)C1 (rhodanine), C1(=CC=CC=C1)C=1C=C(C=CC1)COC1=CC=C(C=O)C=C1 (4-[(3-phenylphenyl)methoxy]benzaldehyde). Run in C(C)(=O)O (acetic acid). Yields the product C1(=CC=CC=C1)C=1C=C(C=CC1)COC1=CC=C(C=C1)C=C1C(NC(S1)=S)=O (5-[[4-[(3-phenylphenyl)methoxy]phenyl]methylene]-2-thioxo-4-thiazolidinone). Reaction SMILES: [C:1]1([C:7]2[CH:8]=[C:9]([CH2:13][O:14][C:15]3[CH:22]=[CH:21][C:18]([CH:19]=O)=[CH:17][CH:16]=3)[CH:10]=[CH:11][CH:12]=2)[CH:6]=[CH:5][CH:4]=[CH:3][CH:2]=1.C([O-])(=O)C.[Na+].[S:28]1[CH2:34][C:32](=[O:33])[NH:31][C:29]1=[S:30]>C(O)(=O)C>[C:1]1([C:7]2[CH:8]=[C:9]([CH2:13][O:14][C:15]3[CH:22]=[CH:21][C:18]([CH:19]=[C:34]4[S:28][C:29](=[S:30])[NH:31][C:32]4=[O:33])=[CH:17][CH:16]=3)[CH:10]=[CH:11][CH:12]=2)[CH:2]=[CH:3][CH:4]=[CH:5][CH:6]=1 |f:1.2|. Procedure details: Under a nitrogen atmosphere in a round bottom flask 4-[(3-phenylphenyl)methoxy]benzaldehyde (3.2 g, 10 mmol) was dissolved in acetic acid. To this solution, while stirring, were added sodium acetate (2.87 g, 35 mmol) and rhodanine (1.33 g, 10 mmol). This mixture was heated to reflux and maintained at this temperature. The progress of this reaction was monitored by thin layer chromatography. Starting materials: O=C([O-])[O-], CC(C)I, [K+], [K+], CN(C)C=O, O=C(c1ccc(Oc2nccnc2N2CCOCC2)cc1)c1nc2ccccc2[nH]1. Product: CC(C)n1c(C(=O)c2ccc(Oc3nccnc3N3CCOCC3)cc2)nc2ccccc21. RXN SMILES: [C:31](=[O:32])([O-:33])[O-:34].[I:37][CH:38]([CH3:39])[CH3:40].[K+:35].[K+:36].[O:41]=[CH:42][N:43]([CH3:44])[CH3:45].[nH:1]1[c:2]([C:10](=[O:11])[c:12]2[cH:13][cH:14][c:15]([O:18][c:19]3[n:20][cH:21][cH:22][n:23][c:24]3[N:25]3[CH2:26][CH2:27][O:28][CH2:29][CH2:30]3)[cH:16][cH:17]2)[n:3][c:4]2[c:5]1[cH:6][cH:7][cH:8][cH:9]2>>[n:1]1([CH:38]([CH3:39])[CH3:40])[c:2]([C:10](=[O:11])[c:12]2[cH:13][cH:14][c:15]([O:18][c:19]3[n:20][cH:21][cH:22][n:23][c:24]3[N:25]3[CH2:26][CH2:27][O:28][CH2:29][CH2:30]3)[cH:16][cH:17]2)[n:3][c:4]2[c:5]1[cH:6][cH:7][cH:8][cH:9]2. The reactants are S(O)(O)(=O)=O (sulfuric acid), CC=1OC(C2=CC(=CC=C2C1)C(=O)[O-])=O.[Na+] (sodium 3-methyl-1-oxo-1H-isochromene-7-carboxylate), CO (methanol). Solvent: O (water). Conditions: temperature 60 celsius, time 2 day. Product: CC=1OC(C2=CC(=CC=C2C1)C(=O)OC)=O (methyl 3-methyl-1-oxo-1H-isochromene-7-carboxylate). As a reaction SMILES: S(=O)(=O)(O)O.[CH3:6][C:7]1[O:8][C:9](=[O:20])[C:10]2[C:15]([CH:16]=1)=[CH:14][CH:13]=[C:12]([C:17]([O-:19])=[O:18])[CH:11]=2.[Na+].[CH3:22]O>O>[CH3:6][C:7]1[O:8][C:9](=[O:20])[C:10]2[C:15]([CH:16]=1)=[CH:14][CH:13]=[C:12]([C:17]([O:19][CH3:22])=[O:18])[CH:11]=2 |f:1.2|. Reported procedure: Concentrated sulfuric acid (3 mL) was added to a mixture of sodium 3-methyl-1-oxo-1H-isochromene-7-carboxylate (1.69 g) and methanol (50 mL), and heated under stirring in an oil bath at 60° C. for 2 days. The reaction mixture was returned to room temperature, diluted with water, and extracted with ethyl acetate. The organic layer was washed with water, dried, and concentrated under reduced pressure to obtain methyl 3-methyl-1-oxo-1H-isochromene-7-carboxylate (1.0 g). The reactants are P(=O)(Cl)(Cl)Cl (Phosphorus oxychloride), C(C1=CC=[N+](C=C1)[O-])(=O)O (isonicotinic acid N-oxide), ice water. Reaction conditions: temperature 120 celsius, time 7 hour. Yields the product ClC=1C=C(C(=O)O)C=CN1 (2-chloroisonicotinic acid). Reaction SMILES: P(Cl)(Cl)([Cl:3])=O.[C:6]([OH:15])(=[O:14])[C:7]1[CH:12]=[CH:11][N+:10]([O-])=[CH:9][CH:8]=1>>[Cl:3][C:9]1[CH:8]=[C:7]([CH:12]=[CH:11][N:10]=1)[C:6]([OH:15])=[O:14]. Procedure details: Phosphorus oxychloride (220.7 g) was added to isonicotinic acid N-oxide (50.064 g), and the mixture was stirred on an oil bath at 120° C. for 7 hours. The reaction mixture was slowly poured into ice water with vigorously stirring to precipitate light yellow crystals. The mixture was adjusted to approximately pH 4 with 4N NaOH aqueous solution. The resulting crystals were filtered out, washed with water, and dried by vacuum heating (60° C.) to obtain the above-captioned compound ([9]-(92)-467) (3...